Dataset: the Open Reaction Database (ORD), a public repository of structured organic reaction records. Task: describe an organic reaction: reactants, conditions, products, and yield The reactants are FC1=C(C=C(C(=C1)C1=CC(=NC=C1)C)C)CC(=O)OC(C)(C)C (tert-butyl 2-(2-fluoro-5-methyl-4-(2-methylpyridin-4-yl)phenyl)acetate), C(=O)(C(F)(F)F)O (TFA). Run in C(Cl)Cl (DCM). Run at time 2 hour. Yields the product FC1=C(C=C(C(=C1)C1=CC(=NC=C1)C)C)CC(=O)O (2-(2-fluoro-5-methyl-4-(2-methylpyridin-4-yl)phenyl)acetic acid). As a reaction SMILES: [F:1][C:2]1[CH:7]=[C:6]([C:8]2[CH:13]=[CH:12][N:11]=[C:10]([CH3:14])[CH:9]=2)[C:5]([CH3:15])=[CH:4][C:3]=1[CH2:16][C:17]([O:19]C(C)(C)C)=[O:18].C(O)(C(F)(F)F)=O>C(Cl)Cl>[F:1][C:2]1[CH:7]=[C:6]([C:8]2[CH:13]=[CH:12][N:11]=[C:10]([CH3:14])[CH:9]=2)[C:5]([CH3:15])=[CH:4][C:3]=1[CH2:16][C:17]([OH:19])=[O:18]. Procedure: To the solution of tert-butyl 2-(2-fluoro-5-methyl-4-(2-methylpyridin-4-yl)phenyl)acetate 191-5 (80 mg, 0.37 mmol) in DCM (2 mL) was added TFA (2 mL). The reaction was stirred at room temperature for 2 hours. The solvent and TFA was removed by rotary evaporation to give 2-(2-fluoro-5-methyl-4-(2-methylpyridin-4-yl)phenyl)acetic acid 191-6. The product was used for next step without further purification.